This data is from the Open Reaction Database (ORD), a public repository of structured organic reaction records. The task is: describe an organic reaction: reactants, conditions, products, and yield Starting materials: C1(CCC1)C1=NC(=C2N1C=CN=C2N)I (3-cyclobutyl-1-iodoimidazo[1,5-a]pyrazin-8-amine), ClC=1C=2N(C=CN1)C(=NC2I)C2CC(C2)(F)F (8-chloro-3-(3,3-difluoro-cyclobutyl)-1-iodo-imidazo[1,5-a]pyrazine), ( 100 ). The product is FC1(CC(C1)C1=NC(=C2N1C=CN=C2N)I)F (3-(3,3-Difluoro-cyclobutyl)-1-iodo-imidazo[1,5-a]pyrazin-8-ylamine). Reaction SMILES: C1(C2N3C=CN=C(N)C3=C(I)[N:6]=2)CCC1.Cl[C:17]1[C:18]2[N:19]([C:23]([CH:27]3[CH2:30][C:29]([F:32])([F:31])[CH2:28]3)=[N:24][C:25]=2[I:26])[CH:20]=[CH:21][N:22]=1>>[F:31][C:29]1([F:32])[CH2:30][CH:27]([C:23]2[N:19]3[CH:20]=[CH:21][N:22]=[C:17]([NH2:6])[C:18]3=[C:25]([I:26])[N:24]=2)[CH2:28]1. Procedure: Prepared according to the procedure described above for 3-cyclobutyl-1-iodoimidazo[1,5-a]pyrazin-8-amine, except using 8-chloro-3-(3,3-difluoro-cyclobutyl)-1-iodo-imidazo[1,5-a]pyrazine. HPLC: tR=1.87 min. (Open Lynx polar—5 min). MS (ES+): m/z 350.74 (100) [MH+].